Dataset: the Open Reaction Database (ORD), a public repository of structured organic reaction records. Task: describe an organic reaction: reactants, conditions, products, and yield Product: COC(=O)c1cc(C=O)cc(Br)c1OCc1cccc([N+](=O)[O-])c1. Reaction SMILES: [C:15](=[O:16])([O-:17])[O-:18].[CH2:33]([N+:34]([CH2:35][CH2:36][CH2:37][CH3:38])([CH2:39][CH2:40][CH2:41][CH3:42])[CH2:43][CH2:44][CH2:45][CH3:46])[CH2:47][CH2:48][CH3:49].[CH3:1][O:2][C:3]([c:4]1[c:5]([OH:13])[c:6]([Br:12])[cH:7][c:8]([CH:10]=[O:11])[cH:9]1)=[O:14].[I-:32].[K+:19].[K+:20].[N+:21](=[O:22])([O-:23])[c:24]1[cH:25][c:26]([CH2:27][Br:28])[cH:29][cH:30][cH:31]1.[O:50]=[CH:51][N:52]([CH3:53])[CH3:54].[OH2:55]>>[CH3:1][O:2][C:3]([c:4]1[c:5]([O:13][CH2:27][c:26]2[cH:25][c:24]([N+:21](=[O:22])[O-:23])[cH:31][cH:30][cH:29]2)[c:6]([Br:12])[cH:7][c:8]([CH:10]=[O:11])[cH:9]1)=[O:14]. Reactants: O=C([O-])[O-], CCCC[N+](CCCC)(CCCC)CCCC, COC(=O)c1cc(C=O)cc(Br)c1O, [I-], [K+], [K+], O=[N+]([O-])c1cccc(CBr)c1, CN(C)C=O, O. Reactants: CC(C)(C)OC(=O)N1CCC(CCO)(c2ccccc2)C1, CCOCC, Cl, C1COCCO1. Product: Cl, OCCC1(c2ccccc2)CCNC1. RXN SMILES: [C:1]([O:2][C:3](=[O:4])[N:8]1[CH2:9][C:10]([CH2:13][CH2:14][OH:15])([c:16]2[cH:17][cH:18][cH:19][cH:20][cH:21]2)[CH2:11][CH2:12]1)([CH3:5])([CH3:6])[CH3:7].[CH3:29][CH2:30][O:31][CH2:32][CH3:33].[ClH:22].[O:23]1[CH2:24][CH2:25][O:26][CH2:27][CH2:28]1>>[ClH:22].[NH:8]1[CH2:9][C:10]([CH2:13][CH2:14][OH:15])([c:16]2[cH:17][cH:18][cH:19][cH:20][cH:21]2)[CH2:11][CH2:12]1. As a reaction SMILES: [N+:1]([C:4]1[CH:9]=[CH:8][C:7]([C:10]2[N:11]=[C:12]([CH:15]([C:17]3[CH:22]=[CH:21][CH:20]=[CH:19][CH:18]=3)[CH3:16])[S:13][CH:14]=2)=[CH:6][CH:5]=1)([O-])=O>CO>[C:17]1([CH:15]([C:12]2[S:13][CH:14]=[C:10]([C:7]3[CH:6]=[CH:5][C:4]([NH2:1])=[CH:9][CH:8]=3)[N:11]=2)[CH3:16])[CH:18]=[CH:19][CH:20]=[CH:21][CH:22]=1. Conditions: time 12 hour. Run in CO (MeOH). Reactants: [N+](=O)([O-])C1=CC=C(C=C1)C=1N=C(SC1)C(C)C1=CC=CC=C1 (4-(4-nitrophenyl)-2-(1-phenylethyl)-1,3-thiazole). Yields the product C1(=CC=CC=C1)C(C)C=1SC=C(N1)C1=CC=C(N)C=C1 (4-[2-(1-phenylethyl)-1,3-thiazol-4-yl]aniline). Procedure: 4-(4-nitrophenyl)-2-(1-phenylethyl)-1,3-thiazole (1-5, 0.13 g, 0.42 mmol) was dissolved in anhydrous MeOH (5.0 mL) and deoxygenated under vacuum. 10% Pd/C (0.02 g) was added and the reaction was purged with an H2 baloon. The vigorously stirred reaction was kept under H2 for 12 h, and then filtered through celite. The reaction was then concentrated and subjected to reverse phase HPLC (C-8, 5-95% MeOH—H2O w/0.1% TFA) to provide pure 4-[2-(1-phenylethyl)-1,3-thiazol-4-yl]aniline (4-1). 1H NMR (300 ... Starting materials: CC1(OCCO1)C1=CC(=CS1)CN1N=CC(=C1)[N+](=O)[O-] (1-[5-(2-methyl-[1,3]dioxolan-2-yl)-thiophen-3-ylmethyl]-4-nitro-1H-pyrazole), [NH4+].[Cl-] (NH4Cl), N#N (N2). Reagents/catalysts: [Fe] (iron). The solvent is CCO (EtOH), O (water). Run at temperature 75 celsius, time 30 minute. The product is CC1(OCCO1)C1=CC(=CS1)CN1N=CC(=C1)N (1-[5-(2-Methyl-[1,3]dioxolan-2-yl)-thiophen-3-ylmethyl]-1H-pyrazol-4-ylamine). RXN SMILES: N#N.[CH3:3][C:4]1([C:9]2[S:13][CH:12]=[C:11]([CH2:14][N:15]3[CH:19]=[C:18]([N+:20]([O-])=O)[CH:17]=[N:16]3)[CH:10]=2)[O:8][CH2:7][CH2:6][O:5]1.[NH4+].[Cl-]>CCO.O.[Fe]>[CH3:3][C:4]1([C:9]2[S:13][CH:12]=[C:11]([CH2:14][N:15]3[CH:19]=[C:18]([NH2:20])[CH:17]=[N:16]3)[CH:10]=2)[O:8][CH2:7][CH2:6][O:5]1 |f:2.3|. Reported procedure: In a flame dried round-bottomed flask equipped with a magnetic stir bar and under inert atmosphere (N2), a mixture of 1-[5-(2-methyl-[1,3]dioxolan-2-yl)-thiophen-3-ylmethyl]-4-nitro-1H-pyrazole (220 mg, 0.75 mmol), iron powder (126 mg, 2.24 mmol) and NH4Cl (201 mg, 3.73 mmol) in a mixture of EtOH (4.0 mL) and water (2.0 mL) was stirred at 75° C. for 30 min. The reaction mixture was filtered while hot and concentrated under reduced pressure. CH2Cl2 (25 mL) was added followed by 1M NaOH (25 mL). T... Starting materials: ClC1=C(C(=O)NCC23CC4CC(CC(C2)C4)C3)C=C(C=C1)C=O (2-chloro-5-formyl-N-(tricyclo [3.3.1.13,7]dec-1-ylmethyl)-benzamide), C(C)(C)NCCN (N-isopropylethylenediamine). Yields the product ClC1=C(C(=O)NCC23CC4CC(CC(C2)C4)C3)C=C(C=C1)CNCCNC(C)C (2-Chloro-5-[[[2-[(1-methylethyl)amino]ethyl]amino]methyl]-N-(tricyclo[3.3.1.13,7]dec-1-ylmethyl)-benzamide). Yield: 16.7%. As a reaction SMILES: [Cl:1][C:2]1[CH:21]=[CH:20][C:19]([CH:22]=O)=[CH:18][C:3]=1[C:4]([NH:6][CH2:7][C:8]12[CH2:17][CH:12]3[CH2:13][CH:14]([CH2:16][CH:10]([CH2:11]3)[CH2:9]1)[CH2:15]2)=[O:5].[CH:24]([NH:27][CH2:28][CH2:29][NH2:30])([CH3:26])[CH3:25]>>[Cl:1][C:2]1[CH:21]=[CH:20][C:19]([CH2:22][NH:30][CH2:29][CH2:28][NH:27][CH:24]([CH3:26])[CH3:25])=[CH:18][C:3]=1[C:4]([NH:6][CH2:7][C:8]12[CH2:15][CH:14]3[CH2:13][CH:12]([CH2:11][CH:10]([CH2:16]3)[CH2:9]1)[CH2:17]2)=[O:5]. Reported procedure: Synthesized as in Example 26 using 2-chloro-5-formyl-N-(tricyclo [3.3.1.13,7]dec-1-ylmethyl)-benzamide (0.500 g, Example 25b) and N-isopropylethylenediamine (0.186 g) to give the title compound as a solid (0.105 g).